This data is from the Open Reaction Database (ORD), a public repository of structured organic reaction records. The task is: describe an organic reaction: reactants, conditions, products, and yield The product is C1NCCCN2C1CC=1C=CC=CC21 (2,3,4,5,11,11a-hexahydro-1H-[1,4]-diazepino[1,2-a]indole). The solvent is O1CCCC1 (tetrahydrofuran). Reported procedure: In an operation carried out in a manner similar to that described in Example I but employing 22 grams of 2,3,4,5-tetrahydro-1H-[1,4]-diazepino[1,2-a]indole, milliliters of 1 M BH3.THF in tetrahydrofuran and milliliters of trifluoroacetic acid, a 75 percent yield of 2,3,4,5,11,11a-hexahydro-1H-[1,4]-diazepino[1,2-a]indole was obtained as determined by GLC on the isolated product. The yield is 75.0%. As a reaction SMILES: [CH2:1]1[C:7]2=[CH:8][C:9]3[CH:10]=[CH:11][CH:12]=[CH:13][C:14]=3[N:6]2[CH2:5][CH2:4][CH2:3][NH:2]1.B.C1COCC1.FC(F)(F)C(O)=O>O1CCCC1>[CH2:1]1[CH:7]2[CH2:8][C:9]3[CH:10]=[CH:11][CH:12]=[CH:13][C:14]=3[N:6]2[CH2:5][CH2:4][CH2:3][NH:2]1 |f:1.2|. The reactants are C1NCCCN2C1=CC=1C=CC=CC21 (2,3,4,5-tetrahydro-1H-[1,4]-diazepino[1,2-a]indole), B.C1CCOC1 (BH3.THF), FC(C(=O)O)(F)F (trifluoroacetic acid). Starting materials: CC(=O)O, Cc1cc([N+](=O)[O-])cc([N+](=O)[O-])c1C. Product: Cc1cc([N+](=O)[O-])cc(N)c1C. As a reaction SMILES: [CH3:15][C:16](=[O:17])[OH:18].[CH3:1][c:2]1[c:3]([CH3:14])[c:4]([N+:11]([O-:12])=[O:13])[cH:5][c:6]([N+:8](=[O:9])[O-:10])[cH:7]1>>[CH3:1][c:2]1[c:3]([CH3:14])[c:4]([NH2:11])[cH:5][c:6]([N+:8](=[O:9])[O-:10])[cH:7]1. Reactants: CCOC(=O)c1ccccc1CN(C(=O)OC(C)(C)C)c1ccc(OCCc2nc(-c3ccccc3)oc2C)cc1, ClCCl, O=C(O)C(F)(F)F. Product: CCOC(=O)c1ccccc1CNc1ccc(OCCc2nc(-c3ccccc3)oc2C)cc1. Reaction SMILES: [CH2:1]([CH3:2])[O:3][C:4]([c:5]1[c:6]([CH2:11][N:12]([c:13]2[cH:14][cH:15][c:16]([O:19][CH2:20][CH2:21][c:22]3[n:23][c:24](-[c:28]4[cH:29][cH:30][cH:31][cH:32][cH:33]4)[o:25][c:26]3[CH3:27])[cH:17][cH:18]2)[C:34]([O:35][C:36]([CH3:37])([CH3:38])[CH3:39])=[O:40])[cH:7][cH:8][cH:9][cH:10]1)=[O:41].[Cl:49][CH2:50][Cl:51].[OH:42][C:43]([C:44]([F:45])([F:46])[F:47])=[O:48]>>[CH2:1]([CH3:2])[O:3][C:4]([c:5]1[c:6]([CH2:11][NH:12][c:13]2[cH:14][cH:15][c:16]([O:19][CH2:20][CH2:21][c:22]3[n:23][c:24](-[c:28]4[cH:29][cH:30][cH:31][cH:32][cH:33]4)[o:25][c:26]3[CH3:27])[cH:17][cH:18]2)[cH:7][cH:8][cH:9][cH:10]1)=[O:41].